From a dataset of the Open Reaction Database (ORD), a public repository of structured organic reaction records. describe an organic reaction: reactants, conditions, products, and yield Reactants: O=C(N1C2CCC1CC(=C1c3ccccc3Oc3cc(Br)ccc31)C2)C(F)(F)F, CCN(CC)C(=O)c1ccc2c(c1)Oc1ccccc1C2=C1CC2CCC(C1)N2, CCOC(C)=O, CCCCCCC. The product is O=C(N1C2CCC1CC(C1c3ccccc3Oc3cc(Br)ccc31)C2)C(F)(F)F. As a reaction SMILES: [Br:1][c:2]1[cH:3][cH:4][c:5]2[c:14]([cH:15]1)[O:13][c:12]1[c:7]([cH:8][cH:9][cH:10][cH:11]1)[C:6]2=[C:16]1[CH2:17][CH:18]2[CH2:19][CH2:20][CH:21]([CH2:22]1)[N:23]2[C:24]([C:25]([F:26])([F:27])[F:28])=[O:29].[CH2:30]([N:31]([CH2:32][CH3:33])[C:34]([c:35]1[cH:36][cH:37][c:38]2[c:51]([cH:52]1)[O:50][c:49]1[c:48]([cH:56][cH:55][cH:54][cH:53]1)[C:39]2=[C:40]1[CH2:41][CH:42]2[NH:43][CH:44]([CH2:45][CH2:46]2)[CH2:47]1)=[O:57])[CH3:58].[CH3:59][CH2:60][O:61][C:62]([CH3:63])=[O:64].[CH3:65][CH2:66][CH2:67][CH2:68][CH2:69][CH2:70][CH3:71]>>[Br:1][c:2]1[cH:3][cH:4][c:5]2[c:14]([cH:15]1)[O:13][c:12]1[c:7]([cH:8][cH:9][cH:10][cH:11]1)[CH:6]2[CH:16]1[CH2:17][CH:18]2[CH2:19][CH2:20][CH:21]([CH2:22]1)[N:23]2[C:24]([C:25]([F:26])([F:27])[F:28])=[O:29]. The product is NNc1nccnc1Cl. Reactants: CCO, Clc1nccnc1Cl, NN, O. RXN SMILES: [CH3:12][CH2:13][OH:14].[Cl:1][c:2]1[n:3][cH:4][cH:5][n:6][c:7]1[Cl:8].[NH2:10][NH2:11].[OH2:9]>>[Cl:1][c:2]1[n:3][cH:4][cH:5][n:6][c:7]1[NH:10][NH2:11]. The reactants are CC(C)(C)c1cc(-c2nc3n(c2SC#N)CCS3)cc(C(C)(C)C)c1O, CI, CO, [K+], [OH-], O. Yields the product CSc1c(-c2cc(C(C)(C)C)c(O)c(C(C)(C)C)c2)nc2n1CCS2. RXN SMILES: [C:1]([CH3:2])([CH3:3])([CH3:4])[c:5]1[cH:6][c:7](-[c:16]2[n:17][c:18]3[n:22]([c:23]2[S:24][C:25]#[N:26])[CH2:21][CH2:20][S:19]3)[cH:8][c:9]([C:12]([CH3:13])([CH3:14])[CH3:15])[c:10]1[OH:11].[CH3:27][I:28].[CH3:31][OH:32].[K+:30].[OH-:29].[OH2:33]>>[C:1]([CH3:2])([CH3:3])([CH3:4])[c:5]1[cH:6][c:7](-[c:16]2[n:17][c:18]3[n:22]([c:23]2[S:24][CH3:25])[CH2:21][CH2:20][S:19]3)[cH:8][c:9]([C:12]([CH3:13])([CH3:14])[CH3:15])[c:10]1[OH:11]. The reactants are C(C)OC(C1=C(C=C(C(=C1)NC(=S)NC1=C(C=CC=C1Cl)Cl)NC)F)=O (5-[3-(2,6-dichloro-phenyl)-thioureido]-2-fluoro-4-methylamino-benzoic acid ethyl ester), CC(N=C=NC(C)C)C (DIC). Solvent: C(C)#N (acetonitrile). Yields the product C(C)OC(=O)C1=CC2=C(N(C(=N2)NC2=C(C=CC=C2Cl)Cl)C)C=C1F (2-(2,6-Dichloro-phenylamino)-6-fluoro-1-methyl-1H-benzimidazole-5-carboxylic acid ethyl ester). Reaction SMILES: [CH2:1]([O:3][C:4](=[O:26])[C:5]1[CH:10]=[C:9]([NH:11][C:12]([NH:14][C:15]2[C:20]([Cl:21])=[CH:19][CH:18]=[CH:17][C:16]=2[Cl:22])=S)[C:8]([NH:23][CH3:24])=[CH:7][C:6]=1[F:25])[CH3:2].CC(C)N=C=NC(C)C>C(#N)C>[CH2:1]([O:3][C:4]([C:5]1[C:6]([F:25])=[CH:7][C:8]2[N:23]([CH3:24])[C:12]([NH:14][C:15]3[C:20]([Cl:21])=[CH:19][CH:18]=[CH:17][C:16]=3[Cl:22])=[N:11][C:9]=2[CH:10]=1)=[O:26])[CH3:2]. Procedure details: Prepared analogously to example 127e from 5-[3-(2,6-dichloro-phenyl)-thioureido]-2-fluoro-4-methylamino-benzoic acid ethyl ester and DIC in acetonitrile. Reported procedure: A method as defined in claim 59 which includes the additional step of reacting said 1-tosylimino-1,3-dithiane-3,3-dioxide with potassium permanganate in acetic acid-acetic anhydride solution at about 20° to 30° C to yield the corresponding 1-tosylimino-1,3-dithiane-1,3,3-trioxide. The solvent is C(C)(=O)OC(C)=O (acetic acid-acetic anhydride). Starting materials: S(=O)(=O)(C1=CC=C(C)C=C1)N=S1CS(CCC1)(=O)=O (1-tosylimino-1,3-dithiane-3,3-dioxide), [Mn](=O)(=O)(=O)[O-].[K+] (potassium permanganate). Product: S(=O)(=O)(C1=CC=C(C)C=C1)N=S1(CS(CCC1)(=O)=O)=O (1-tosylimino-1,3-dithiane-1,3,3-trioxide). Reaction SMILES: [S:1]([N:11]=[S:12]1[CH2:17][CH2:16][CH2:15][S:14](=[O:19])(=[O:18])[CH2:13]1)([C:4]1[CH:10]=[CH:9][C:7]([CH3:8])=[CH:6][CH:5]=1)(=[O:3])=[O:2].[Mn]([O-])(=O)(=O)=[O:21].[K+]>C(OC(=O)C)(=O)C>[S:1]([N:11]=[S:12]1(=[O:21])[CH2:17][CH2:16][CH2:15][S:14](=[O:18])(=[O:19])[CH2:13]1)([C:4]1[CH:5]=[CH:6][C:7]([CH3:8])=[CH:9][CH:10]=1)(=[O:3])=[O:2] |f:1.2|. Reactants: NC=1SC(=CC1C(=O)N)C1=C(C=C(C=C1F)C(C)(C)O)F (2-amino-5-[2,6-difluoro-4-(1-hydroxy-1-methylethyl)phenyl]thiophene-3-carboxamide), BrC1=CC=CC(=N1)CN(CC(=O)NC1CCCC1)C (N2-[(6-bromopyridin-2-yl)methyl]-N-cyclopentyl-N2-methylglycinamide). Yields the product C1(CCCC1)NC(CN(C)CC1=CC=CC(=N1)NC=1SC(=CC1C(=O)N)C1=C(C=C(C=C1F)C(C)(C)O)F)=O (2-[(6-{[[2-(Cyclopentylamino)-2-oxoethyl](methyl)amino]methyl}pyridin-2-yl)amino]-5-[2,6-difluoro-4-(1-hydroxy-1-methylethyl)phenyl]thiophene-3-carboxamide). RXN SMILES: [NH2:1][C:2]1[S:3][C:4]([C:10]2[C:15]([F:16])=[CH:14][C:13]([C:17]([OH:20])([CH3:19])[CH3:18])=[CH:12][C:11]=2[F:21])=[CH:5][C:6]=1[C:7]([NH2:9])=[O:8].Br[C:23]1[N:28]=[C:27]([CH2:29][N:30]([CH3:40])[CH2:31][C:32]([NH:34][CH:35]2[CH2:39][CH2:38][CH2:37][CH2:36]2)=[O:33])[CH:26]=[CH:25][CH:24]=1>>[CH:35]1([NH:34][C:32](=[O:33])[CH2:31][N:30]([CH2:29][C:27]2[N:28]=[C:23]([NH:1][C:2]3[S:3][C:4]([C:10]4[C:11]([F:21])=[CH:12][C:13]([C:17]([OH:20])([CH3:18])[CH3:19])=[CH:14][C:15]=4[F:16])=[CH:5][C:6]=3[C:7]([NH2:9])=[O:8])[CH:24]=[CH:25][CH:26]=2)[CH3:40])[CH2:39][CH2:38][CH2:37][CH2:36]1. Procedure details: The title compound was prepared by using the procedure listed in Example 1 with 2-amino-5-[2,6-difluoro-4-(1-hydroxy-1-methylethyl)phenyl]thiophene-3-carboxamide (0.12 g, 0.38 mmol) and N2-[(6-bromopyridin-2-yl)methyl]-N-cyclopentyl-N2-methylglycinamide (0.11 g, 0.34 mmol) as the starting materials. Reactants: ice water, FC1=C2C(C(=O)OC2=O)=C(C=C1)F (3,6-difluorophthalic anhydride), ClC(C(Cl)Cl)Cl (1,1,2,2-tetrachloroethane), [Cl-].[Al+3].[Cl-].[Cl-] (aluminum chloride). The solvent is Cl (hydrochloric acid). Run at time 120 minute. The product is ClC1=CC=C(C=C1)C(=O)C1=C(C(=O)O)C(=CC=C1F)F (2-[(4-chlorophenyl)carbonyl]-3,6-difluorobenzoic acid). Yield: 148.3%. RXN SMILES: [F:1][C:2]1[CH:12]=[CH:11][C:10]([F:13])=[C:4]2[C:5]([O:7][C:8](=[O:9])[C:3]=12)=[O:6].Cl[CH:15]([Cl:19])[CH:16](Cl)Cl.[Cl-].[Al+3].[Cl-].[Cl-]>Cl>[Cl:19][C:15]1[CH:4]=[CH:3][C:2]([C:5]([C:4]2[C:10]([F:13])=[CH:11][CH:12]=[C:2]([F:1])[C:3]=2[C:8]([OH:7])=[O:9])=[O:6])=[CH:12][CH:16]=1 |f:2.3.4.5|. Procedure: To a solution of 3,6-difluorophthalic anhydride (3.0 g, 16.00 mmol) in 1,1,2,2-tetrachloroethane (30 mL) chlorobenzene (2.0 mL, 18.00 mmol) was added followed by the addition of aluminum chloride (4.40 g, 33.00 mmol). The reaction mixture was stirred at room temperature for 120 minutes followed by the stirring at 60° C. for an additional 90 minutes. It was cooled to room temperature, poured into ice water (300 mL) and diluted with 1M aqueous hydrochloric acid. The aqueous slurry was extracted wi... Starting materials: C([O-])(O)=O.[Na+] (sodium bicarbonate), N1=C2C(=NS1)C=C(C=C2)C(CC2=NC(=CC=C2)C)=O (1-Benzo[1,2,5]thiadiazol-5-yl -2-(6-methyl-pyridin-2-yl)-ethanone), Br (Hydrogen bromide), solution. Solvent: O (water), CS(=O)C (dimethyl sulfoxide), O (water). Conditions: temperature 60 celsius, time 3 hour. The product is N1=C2C(=NS1)C=C(C=C2)C(C(=O)C2=NC(=CC=C2)C)=O (1-Benzo[1,2,5]thiadiazol-5-yl-2-(6-methyl-pyridin-2-yl)-ethane1,2-dione). Reaction SMILES: [N:1]1[S:5][N:4]=[C:3]2[CH:6]=[C:7]([C:10](=[O:19])[CH2:11][C:12]3[CH:17]=[CH:16][CH:15]=[C:14]([CH3:18])[N:13]=3)[CH:8]=[CH:9][C:2]=12.Br.C(=O)(O)[O-:22].[Na+]>CS(C)=O.O>[N:1]1[S:5][N:4]=[C:3]2[CH:6]=[C:7]([C:10](=[O:19])[C:11]([C:12]3[CH:17]=[CH:16][CH:15]=[C:14]([CH3:18])[N:13]=3)=[O:22])[CH:8]=[CH:9][C:2]=12 |f:2.3|. Reported procedure: 1-Benzo[1,2,5]thiadiazol-5-yl -2-(6-methyl-pyridin-2-yl)-ethanone (5.88 g, 21.8 mmol) was dissolved in dimethyl sulfoxide (50 ml) heated to 60° C. Hydrogen bromide (7.1 ml of a 48% solution in water) was added dropwise and the reaction stirred for 3 hours at 60° C. The cooled reaction was poured into water (100 ml) and the pH adjusted to pH 8 with saturated sodium bicarbonate solution. The organic product was extracted into ethyl acetate (3×100 ml), dried over anhydrous magnesium sulfate and eva... Starting materials: BrC1=CC(=C(C=C1)OC)C (4-bromo-2-methylanisole), [Mg] (magnesium), [Cl-].[NH4+] (ammonium chloride), BrC=1C=C(C(=O)N(C)OC)C=C(C1)OCC (3-bromo-5-ethoxy-N-methoxy-N-methyl-benzamide). Run in O1CCCC1 (tetrahydrofuran), O1CCCC1 (tetrahydrofuran), O1CCCC1 (tetrahydrofuran), O1CCCC1 (tetrahydrofuran). Reaction conditions: temperature 15 celsius. Product: BrC=1C=C(C=C(C1)OCC)C(=O)C1=CC(=C(C=C1)OC)C ((3-Bromo-5-ethoxy-phenyl)-(4-methoxy-3-methyl-phenyl)-methanone). Reaction SMILES: Br[C:2]1[CH:7]=[CH:6][C:5]([O:8][CH3:9])=[C:4]([CH3:10])[CH:3]=1.[Mg].[Br:12][C:13]1[CH:14]=[C:15]([CH:22]=[C:23]([O:25][CH2:26][CH3:27])[CH:24]=1)[C:16](N(OC)C)=[O:17].[Cl-].[NH4+]>O1CCCC1>[Br:12][C:13]1[CH:14]=[C:15]([C:16]([C:2]2[CH:7]=[CH:6][C:5]([O:8][CH3:9])=[C:4]([CH3:10])[CH:3]=2)=[O:17])[CH:22]=[C:23]([O:25][CH2:26][CH3:27])[CH:24]=1 |f:3.4|. Reported procedure: A solution of 4-bromo-2-methylanisole (0.984 g, 4.9 mmol) in tetrahydrofuran (3 mL) was added dropwise to magnesium powder (0.127 g, 5.2 mmol) in tetrahydrofuran (1 mL) at room temperature. Under external heating the reaction mixture was brought up to reflux. After complete addition, reflux was maintained for 1 hour. Thereafter the mixture was cooled to 15° C., then diluted with tetrahydrofuran (1 mL) before a solution of 3-bromo-5-ethoxy-N-methoxy-N-methyl-benzamide (1.238 g, 4.3 mmol) in tetra...